describe an organic reaction: reactants, conditions, products, and yield From a dataset of the Open Reaction Database (ORD), a public repository of structured organic reaction records. The reactants are COC(=O)C1C(=O)OC2COC(OC)C21, COC1OCC(O)C1CC(=O)O. Yields the product COC1OCC2OC(=O)CC21. As a reaction SMILES: [CH3:1][O:2][C:3](=[O:4])[CH:5]1[CH:6]2[CH:7]([O:8][C:9]1=[O:10])[CH2:11][O:12][CH:13]2[O:14][CH3:15].[OH:16][CH:17]1[CH2:18][O:19][CH:20]([O:21][CH3:22])[CH:23]1[CH2:24][C:25]([OH:26])=[O:27]>>[CH2:5]1[CH:6]2[CH:7]([O:8][C:9]1=[O:10])[CH2:11][O:12][CH:13]2[O:14][CH3:15]. Starting materials: CC1(OB(OC1(C)C)C1=CC2=C(OCCN2C(=O)OC(C)(C)C)C=C1)C (tert-butyl 6-(4,4,5,5-tetramethyl-1,3,2-dioxaborolan-2-yl)-2H-benzo[b][1,4]oxazine-4(3H)-carboxylate), BrC1=CC=C(C(=N1)C(=O)OC)OCCCOC1=CC=CC=C1 (methyl 6-bromo-3-(3-phenoxypropoxy)picolinate), C(=O)([O-])[O-].[K+].[K+] (K2CO3), S1C(=NC2=C1C=CC=C2)NC(=O)N2CCCC1=CC=C(C=C21)C=2SC(=C(N2)C(=O)O)C2=CC=C(C=C2)OC (2-(1-(benzo[d]thiazol-2-ylcarbamoyl)-1,2,3,4-tetrahydroquinolin-7-yl)-5-(4-methoxyphenyl)thiazole-4-carboxylic acid). Reagents/catalysts: [Br-].C(CCC)[N+](CCCC)(CCCC)CCCC (tetrabutyl ammonium bromide). The solvent is CCOC(=O)C (EtOAc), O1CCOCC1 (1,4-dioxane). Reaction conditions: temperature 90 celsius. Yields the product COC(=O)C1=C(C=CC(=N1)C1=CC2=C(OCCN2C(=O)OC(C)(C)C)C=C1)OCCCOC1=CC=CC=C1 (tert-butyl 6-(6-(methoxycarbonyl)-5-(3-phenoxypropoxy)pyridin-2-yl)-2H-benzo[b][1,4]oxazine-4(3H)-carboxylate). RXN SMILES: CC1(C)C(C)(C)OB([C:9]2[CH:25]=[CH:24][C:12]3[O:13][CH2:14][CH2:15][N:16]([C:17]([O:19][C:20]([CH3:23])([CH3:22])[CH3:21])=[O:18])[C:11]=3[CH:10]=2)O1.Br[C:28]1[N:33]=[C:32]([C:34]([O:36][CH3:37])=[O:35])[C:31]([O:38][CH2:39][CH2:40][CH2:41][O:42][C:43]2[CH:48]=[CH:47][CH:46]=[CH:45][CH:44]=2)=[CH:30][CH:29]=1.C([O-])([O-])=O.[K+].[K+].S1C2C=CC=CC=2N=C1NC(N1C2C(=CC=C(C3SC(C4C=CC(OC)=CC=4)=C(C(O)=O)N=3)C=2)CCC1)=O>[Br-].C([N+](CCCC)(CCCC)CCCC)CCC.O1CCOCC1.CCOC(C)=O>[CH3:37][O:36][C:34]([C:32]1[N:33]=[C:28]([C:9]2[CH:25]=[CH:24][C:12]3[O:13][CH2:14][CH2:15][N:16]([C:17]([O:19][C:20]([CH3:21])([CH3:22])[CH3:23])=[O:18])[C:11]=3[CH:10]=2)[CH:29]=[CH:30][C:31]=1[O:38][CH2:39][CH2:40][CH2:41][O:42][C:43]1[CH:48]=[CH:47][CH:46]=[CH:45][CH:44]=1)=[O:35] |f:2.3.4,6.7|. Procedure details: A mixture of tert-butyl 6-(4,4,5,5-tetramethyl-1,3,2-dioxaborolan-2-yl)-2H-benzo[b][1,4]oxazine-4(3H)-carboxylate (53B) (72 mg, 0.20 mmol), methyl 6-bromo-3-(3-phenoxypropoxy)picolinate (26C) (72 mg, 0.20 mmol), K2CO3 (30 mg, 0.22 mmol in 0.5 mL of water), tetrabutyl ammonium bromide (64 mg, 0.20 mmol) and dichlorobis(triphenylphosphine)palladium (1) (10 mg, catalytic amount) in 1,4-dioxane (5 mL) was heated to 90° C. for 6 hours. The reaction mixture was cooled to rt, diluted with EtOAc, filter... The reactants are [Br-], [Br-], CCCCOC(=O)C=Cc1ccc(C(F)(F)F)c(Cl)c1, [Pd], [Zn+2]. The product is CCCCOC(=O)CCc1ccc(C(F)(F)F)c(Cl)c1. Reaction SMILES: [Br-:21].[Br-:23].[CH2:1]([CH2:2][CH2:3][CH3:4])[O:5][C:6]([CH:7]=[CH:8][c:9]1[cH:10][c:11]([Cl:19])[c:12]([C:15]([F:16])([F:17])[F:18])[cH:13][cH:14]1)=[O:20].[Pd:24].[Zn+2:22]>>[CH2:1]([CH2:2][CH2:3][CH3:4])[O:5][C:6]([CH2:7][CH2:8][c:9]1[cH:10][c:11]([Cl:19])[c:12]([C:15]([F:16])([F:17])[F:18])[cH:13][cH:14]1)=[O:20]. Starting materials: C(#N)CP(OCC)(OCC)=O (diethyl cyanomethylphosphonate), C(C)(=O)[O-].[NH4+] (ammonium acetate), C(C)(=O)O (acetic acid), O1CCC(CC1)C=O (tetrahydropyran-4-carbaldehyde). The solvent is C1(=CC=CC=C1)C (toluene). Reaction conditions: time 2 hour. The product is C(C)OP(OCC)(=O)C(=CC1CCOCC1)C#N ([1-cyano-2-(tetrahydropyran-4-yl)-vinyl]-phosphonic acid diethyl ester). RXN SMILES: [C:1]([CH2:3][P:4](=[O:11])([O:8][CH2:9][CH3:10])[O:5][CH2:6][CH3:7])#[N:2].C([O-])(=O)C.[NH4+].C(O)(=O)C.[O:21]1[CH2:26][CH2:25][CH:24]([CH:27]=O)[CH2:23][CH2:22]1>C1(C)C=CC=CC=1>[CH2:6]([O:5][P:4]([C:3]([C:1]#[N:2])=[CH:27][CH:24]1[CH2:25][CH2:26][O:21][CH2:22][CH2:23]1)(=[O:11])[O:8][CH2:9][CH3:10])[CH3:7] |f:1.2|. Reported procedure: To a stirred solution of diethyl cyanomethylphosphonate (50.0 g, 282 mmol), ammonium acetate (9.0 g, 117 mmol), acetic acid (9 ml) in toluene (200 mL), tetrahydropyran-4-carbaldehyde (32.2 g, 282 mmol) were added. The reaction mixture was stirred at room temperature for two hours and then heated at reflux for 1.5 hours. After cooling down, the reaction mixture was washed with saturated sodium bicarbonate solution three times, and brine one time and then dried over magnesium sulfate. The reaction... Reactants: C(C)(C)(C)OC(=O)N1N=C(C2=CC=CC=C12)N(CC)C(=O)C1=NC=C(C=C1NS(=O)(=O)C1=CC(=C(C=C1)Cl)C(F)(F)F)Cl (3-{[5-Chloro-3-(4-chloro-3-trifluoromethyl-benzenesulfonylamino)-pyridine-2-carbonyl]-ethyl-amino}-indazole-1-carboxylic acid tert-butyl ester). The solvent is C(Cl)Cl (DCM), C(=O)(C(F)(F)F)O (TFA). Reaction conditions: time 1 hour. The product is C(C)N(C(=O)C1=NC=C(C=C1NS(=O)(=O)C1=CC(=C(C=C1)Cl)C(F)(F)F)Cl)C1=NNC2=CC=CC=C12 (5-chloro-3-(4-chloro-3-trifluoromethyl-benzenesulfonylamino)-pyridine-2-carboxylic acid ethyl-(1H-indazol-3-yl)-amide). RXN SMILES: C(OC([N:8]1[C:16]2[C:11](=[CH:12][CH:13]=[CH:14][CH:15]=2)[C:10]([N:17]([C:20]([C:22]2[C:27]([NH:28][S:29]([C:32]3[CH:37]=[CH:36][C:35]([Cl:38])=[C:34]([C:39]([F:42])([F:41])[F:40])[CH:33]=3)(=[O:31])=[O:30])=[CH:26][C:25]([Cl:43])=[CH:24][N:23]=2)=[O:21])[CH2:18][CH3:19])=[N:9]1)=O)(C)(C)C>C(Cl)Cl.C(O)(C(F)(F)F)=O>[CH2:18]([N:17]([C:10]1[C:11]2[C:16](=[CH:15][CH:14]=[CH:13][CH:12]=2)[NH:8][N:9]=1)[C:20]([C:22]1[C:27]([NH:28][S:29]([C:32]2[CH:37]=[CH:36][C:35]([Cl:38])=[C:34]([C:39]([F:41])([F:42])[F:40])[CH:33]=2)(=[O:31])=[O:30])=[CH:26][C:25]([Cl:43])=[CH:24][N:23]=1)=[O:21])[CH3:19]. Procedure details: 3-{[5-Chloro-3-(4-chloro-3-trifluoromethyl-benzenesulfonylamino)-pyridine-2-carbonyl]-ethyl-amino}-indazole-1-carboxylic acid tert-butyl ester was dissolved in a mixture of DCM and TFA (1:1) (5 mL). It was stirred at RT for 1 hour, concentrated, purified with HPLC to give 5-chloro-3-(4-chloro-3-trifluoromethyl-benzenesulfonylamino)-pyridine-2-carboxylic acid ethyl-(1H-indazol-3-yl)-amide. MS m/z: 557.9 (M+H)+. Reactants: C(C)OC(C(CSC1=NC=CC=C1)CC1=CC=CC=C1)=O (2-benzyl-3-(2-pyridylthio)-propionic acid ethyl ester). Solvent: Cl (HCl). Yields the product C(C1=CC=CC=C1)C(C(=O)O)CSC1=NC=CC=C1 (2-benzyl-3-(2-pyridylthio)-propionic acid). As a reaction SMILES: C([O:3][C:4](=[O:21])[CH:5]([CH2:14][C:15]1[CH:20]=[CH:19][CH:18]=[CH:17][CH:16]=1)[CH2:6][S:7][C:8]1[CH:13]=[CH:12][CH:11]=[CH:10][N:9]=1)C>Cl>[CH2:14]([CH:5]([CH2:6][S:7][C:8]1[CH:13]=[CH:12][CH:11]=[CH:10][N:9]=1)[C:4]([OH:21])=[O:3])[C:15]1[CH:20]=[CH:19][CH:18]=[CH:17][CH:16]=1. Procedure: 903 mg of 2-benzyl-3-(2-pyridylthio)-propionic acid ethyl ester (Example 13c)) are boiled under reflux for 10 hours in 10 ml of 4N HCl. The reaction mixture is extracted with methylene chloride/methanol 10:1. The extracts are adjusted to pH 6 with NaHCO3 solution and subsequently washed with brine, dried with Na2SO4 and concentrated by evaporation. The residue is lyophilised from dioxan/water. Rf (I)=0.2.